Dataset: the Open Reaction Database (ORD), a public repository of structured organic reaction records. Task: describe an organic reaction: reactants, conditions, products, and yield Reactants: CCOC(=O)C (EtOAc), C1(CCCCC1)=O (cyclohexanone), C(C)(=O)O (acetic acid), Cl.BrC1=CC=C(C=C1)NN (1-(4-bromophenyl)hydrazine hydrochloride). Run in CCO (EtOH). Reaction conditions: temperature 105 celsius. Product: BrC1=CC=C(C=C1)NN=C1CCCCC1 (1-(4-bromophenyl)-2-cyclohexylidenehydrazine). Yield: 91.4%. Reaction SMILES: Cl.[Br:2][C:3]1[CH:8]=[CH:7][C:6]([NH:9][NH2:10])=[CH:5][CH:4]=1.[C:11]1(=O)[CH2:16][CH2:15][CH2:14][CH2:13][CH2:12]1.C(O)(=O)C.CCOC(C)=O>CCO>[Br:2][C:3]1[CH:8]=[CH:7][C:6]([NH:9][N:10]=[C:11]2[CH2:16][CH2:15][CH2:14][CH2:13][CH2:12]2)=[CH:5][CH:4]=1 |f:0.1|. Procedure: A 250-mL round-bottomed flask was charged with 1-(4-bromophenyl)hydrazine hydrochloride (10 g, 45.05 mmol, 1.00 equiv) in EtOH (120 mL). To this was added cyclohexanone (8.8 g, 89.80 mmol, 2.00 equiv) and acetic acid (2.7 g, 45.00 mmol, 1.00 equiv). The resulting mixture was heated to 105° C. in an oil bath for about 1 hour. The reaction progress was monitored by TLC (EtOAc:PE=1:1). Upon completion, the reaction mixture was cooled down to room temperature and filtered off to obtain 1-(4-bromophe... Starting materials: OC1=C(C=C(C=C1[N+](=O)[O-])C(CCC)=O)OC (4'-hydroxy-3'-methoxy-5'-nitrobutyrophenone), Cl.N1=CC=CC=C1 (pyridine hydrochloride), ice water. Run in Cl (hydrochloric acid). Conditions: time 40 minute. Yields the product OC=1C=C(C=C(C1O)[N+](=O)[O-])C(CCC)=O (3',4'-dihydroxy-5'-nitrobutyrophenone). RXN SMILES: [OH:1][C:2]1[C:7]([N+:8]([O-:10])=[O:9])=[CH:6][C:5]([C:11](=[O:15])[CH2:12][CH2:13][CH3:14])=[CH:4][C:3]=1[O:16]C.Cl.N1C=CC=CC=1>Cl>[OH:16][C:3]1[CH:4]=[C:5]([C:11](=[O:15])[CH2:12][CH2:13][CH3:14])[CH:6]=[C:7]([N+:8]([O-:10])=[O:9])[C:2]=1[OH:1] |f:1.2|. Procedure: 10.2 g of 4'-hydroxy-3'-methoxy-5'-nitrobutyrophenone are treated with 80 g of pyridine hydrochloride and stirred at 200° for 40 minutes. After cooling the reaction mixture is poured into 500 ml of ice-water. The mixture is treated with 30 ml of 3N hydrochloric acid and extracted with methylene chloride. The organic phase is dried over sodium sulfate and evaporated. The crude product obtained is chromatographed with methylene chloride on 150 g of silica gel. The material obtained is recrystalliz... Reactants: CC(CN)c1ccccc1, c1ccncc1, O=C(Cl)c1cnc2ccccc2n1. The product is CC(CNC(=O)c1cnc2ccccc2n1)c1ccccc1. As a reaction SMILES: [CH3:14][CH:15]([CH2:16][NH2:17])[c:18]1[cH:19][cH:20][cH:21][cH:22][cH:23]1.[cH:24]1[cH:25][cH:26][n:27][cH:28][cH:29]1.[n:1]1[c:2]([C:11](=[O:12])[Cl:13])[cH:3][n:4][c:5]2[cH:6][cH:7][cH:8][cH:9][c:10]12>>[n:1]1[c:2]([C:11](=[O:12])[NH:17][CH2:16][CH:15]([CH3:14])[c:18]2[cH:19][cH:20][cH:21][cH:22][cH:23]2)[cH:3][n:4][c:5]2[cH:6][cH:7][cH:8][cH:9][c:10]12. The reactants are OC=1C=CC(=NC1)C (5-hydroxy-2-methylpyridine), CCCBr (n-propyl bromide), C([O-])([O-])=O.[K+].[K+] (potassium carbonate). Run in CC(=O)C (acetone). Product: C(CC)OC=1C=CC(=NC1)C (5-propoxy-α-picoline). Yield: 42.5%. Reaction SMILES: [OH:1][C:2]1[CH:3]=[CH:4][C:5]([CH3:8])=[N:6][CH:7]=1.[CH3:9][CH2:10][CH2:11]Br.C(=O)([O-])[O-].[K+].[K+]>CC(C)=O>[CH2:9]([O:1][C:2]1[CH:3]=[CH:4][C:5]([CH3:8])=[N:6][CH:7]=1)[CH2:10][CH3:11] |f:2.3.4|. Reported procedure: A mixture of 16.5 g (0.15 mol) of 5-hydroxy-2-methylpyridine (commercially available), 18.8 g (0.15 mol) of n-propyl bromide and 8.00 g (0.06 mol) of anhydrous potassium carbonate with 100 ml of acetone was refluxed for 24 hours, the solvent was removed, 100 ml of water was added, and the mixture was extracted with chloroform. The chloroform layer was washed with water, dried over anhydrous sodium sulfate, and then concentrated under a reduced pressure. The residue was separated by silica gel co... The reactants are C1CCOC1, Cc1ccccc1[Mg+], CCC(=O)c1ccccc1, CCOCC, [Cl-], [Cl-], [NH4+]. Product: CCC(O)(c1ccccc1)c1ccccc1C. RXN SMILES: [CH2:20]1[O:21][CH2:22][CH2:23][CH2:24]1.[CH3:12][c:13]1[c:14]([Mg+:19])[cH:15][cH:16][cH:17][cH:18]1.[CH3:1][CH2:2][C:3](=[O:4])[c:5]1[cH:6][cH:7][cH:8][cH:9][cH:10]1.[CH3:27][CH2:28][O:29][CH2:30][CH3:31].[Cl-:11].[Cl-:25].[NH4+:26]>>[CH3:1][CH2:2][C:3]([OH:4])([c:5]1[cH:6][cH:7][cH:8][cH:9][cH:10]1)[c:14]1[c:13]([CH3:12])[cH:18][cH:17][cH:16][cH:15]1. Reactants: CC(C)=O, CC(C)O, OCCCOc1cccc(F)c1, O=[Cr](=O)=O, O, O=S(=O)(O)O. The product is O=C(O)CCOc1cccc(F)c1. As a reaction SMILES: [CH3:23][C:24](=[O:25])[CH3:26].[CH3:27][CH:28]([OH:29])[CH3:30].[F:11][c:12]1[cH:13][c:14]([O:15][CH2:16][CH2:17][CH2:18][OH:19])[cH:20][cH:21][cH:22]1.[O:1]=[Cr:2](=[O:3])=[O:4].[OH2:5].[S:6](=[O:7])(=[O:8])([OH:9])[OH:10]>>[OH:5][C:18]([CH2:17][CH2:16][O:15][c:14]1[cH:13][c:12]([F:11])[cH:22][cH:21][cH:20]1)=[O:19]. Starting materials: CC(C)(C)OC(=O)NCCNC(=O)c1cc2ccc([N+](=O)[O-])cc2[nH]1, CO. Yields the product CC(C)(C)OC(=O)NCCNC(=O)c1cc2ccc(N)cc2[nH]1. RXN SMILES: [C:1]([CH3:2])([CH3:3])([CH3:4])[O:5][C:6]([NH:7][CH2:8][CH2:9][NH:10][C:11](=[O:12])[c:13]1[nH:14][c:15]2[cH:16][c:17]([N+:22]([O-:23])=[O:24])[cH:18][cH:19][c:20]2[cH:21]1)=[O:25].[CH3:26][OH:27]>>[C:1]([CH3:2])([CH3:3])([CH3:4])[O:5][C:6]([NH:7][CH2:8][CH2:9][NH:10][C:11](=[O:12])[c:13]1[nH:14][c:15]2[cH:16][c:17]([NH2:22])[cH:18][cH:19][c:20]2[cH:21]1)=[O:25]. Starting materials: C(C)(=O)O (acetic acid), CNCC(=O)O[C@@H](CN1N(C(C(=C1C)C(NC1=NC=C(C=C1)OC1=CC=NC2=CC(=CC=C12)OC)=O)=O)C1=CC=CC=C1)C ((R)-1-(4-(5-(7-methoxyquinolin-4-yloxy)pyridin-2-ylcarbamoyl)-2,3-dihydro-5-methyl-3-oxo-2-phenylpyrazol-1-yl)propan-2-yl 2-(methylamino)acetate). The product is C(C)(=O)O.CNCC(=O)O[C@@H](CN1N(C(C(=C1C)C(NC1=NC=C(C=C1)OC1=CC=NC2=CC(=CC=C12)OC)=O)=O)C1=CC=CC=C1)C ((R)-1-(4-(5-(7-methoxyquinolin-4-yloxy)pyridin-2-ylcarbamoyl)-5-methyl-3-oxo-2-phenyl-2,3-dihydropyrazol-1-yl)propan-2-yl 2-(methylamino)acetate acetate), solid. The yield is 73.7%. Reaction SMILES: [C:1]([OH:4])(=[O:3])[CH3:2].[CH3:5][NH:6][CH2:7][C:8]([O:10][C@H:11]([CH3:48])[CH2:12][N:13]1[C:17]([CH3:18])=[C:16]([C:19](=[O:40])[NH:20][C:21]2[CH:26]=[CH:25][C:24]([O:27][C:28]3[C:37]4[C:32](=[CH:33][C:34]([O:38][CH3:39])=[CH:35][CH:36]=4)[N:31]=[CH:30][CH:29]=3)=[CH:23][N:22]=2)[C:15](=[O:41])[N:14]1[C:42]1[CH:47]=[CH:46][CH:45]=[CH:44][CH:43]=1)=[O:9]>>[C:1]([OH:4])(=[O:3])[CH3:2].[CH3:5][NH:6][CH2:7][C:8]([O:10][C@H:11]([CH3:48])[CH2:12][N:13]1[C:17]([CH3:18])=[C:16]([C:19](=[O:40])[NH:20][C:21]2[CH:26]=[CH:25][C:24]([O:27][C:28]3[C:37]4[C:32](=[CH:33][C:34]([O:38][CH3:39])=[CH:35][CH:36]=4)[N:31]=[CH:30][CH:29]=3)=[CH:23][N:22]=2)[C:15](=[O:41])[N:14]1[C:42]1[CH:43]=[CH:44][CH:45]=[CH:46][CH:47]=1)=[O:9] |f:2.3|. Reported procedure: The title compound was prepared according to the procedure described in Example 59 Step 3 by using acetic acid (30.21 mg, 0.50 mmol, Shantou Xilong Chemical Factory) and (R)-1-(4-(5-(7-methoxyquinolin-4-yloxy)pyridin-2-ylcarbamoyl)-2,3-dihydro-5-methyl-3-oxo-2-phenylpyrazol-1-yl)propan-2-yl 2-(methylamino)acetate (100 mg, 0.168 mmol). The title compound was obtained as a yellow solid (81.4 mg, 73.7%). Reactants: BrC=1C=C(C(=NC1)N)O[C@H](C)C1=C(C(=CC=C1Cl)F)Cl (5-bromo-3-[(1R)-1-(2,6-dichloro-3-fluoro-phenyl)-ethoxy]-pyridin-2-ylamine), BrC1=CC(=C(C=C1)B(O)O)F (4-bromo-2-fluoro-phenylboronic acid), CP(C)=O (dimethylphosphine oxide). Solvent: CCCCCC.C(C)(C)O (hexane isopropanol). The product is ClC1=C(C(=CC=C1F)Cl)[C@@H](C)OC=1C(=NC=C(C1)C1=C(C=C(C=C1)P(=O)(C)C)F)N (3-[(1R)-1-(2,6-dichloro-3-fluoro-phenyl)ethoxy]-5-(4-dimethylphosphoryl-2-fluoro-phenyl)pyridin-2-amine). Reaction SMILES: Br[C:2]1[CH:3]=[C:4]([O:9][C@@H:10]([C:12]2[C:17]([Cl:18])=[CH:16][CH:15]=[C:14]([F:19])[C:13]=2[Cl:20])[CH3:11])[C:5]([NH2:8])=[N:6][CH:7]=1.Br[C:22]1[CH:27]=[CH:26][C:25](B(O)O)=[C:24]([F:31])[CH:23]=1.[CH3:32][PH:33](=[O:35])[CH3:34]>CCCCCC.C(O)(C)C>[Cl:20][C:13]1[C:14]([F:19])=[CH:15][CH:16]=[C:17]([Cl:18])[C:12]=1[C@H:10]([O:9][C:4]1[C:5]([NH2:8])=[N:6][CH:7]=[C:2]([C:25]2[CH:26]=[CH:27][C:22]([P:33]([CH3:34])([CH3:32])=[O:35])=[CH:23][C:24]=2[F:31])[CH:3]=1)[CH3:11] |f:3.4|. Procedure: The title compound was prepared from 5-bromo-3-[(1R)-1-(2,6-dichloro-3-fluoro-phenyl)-ethoxy]-pyridin-2-ylamine, 4-bromo-2-fluoro-phenylboronic acid, and dimethylphosphine oxide followed the same procedures as Example 1 Step 1 and Step 3; ESMS: m/z 471 (M+H)+; chiral purity 93.12% (column AD-H 4.6*250 mm 5 um; solvent:hexane/isopropanol).